Dataset: the Open Reaction Database (ORD), a public repository of structured organic reaction records. Task: describe an organic reaction: reactants, conditions, products, and yield The reactants are Cn1c(C(F)(F)F)cc(=O)n(-c2c(F)cc(Cl)c3cc(CBr)oc23)c1=O, C[O-], [Na+], C1CCOC1, O. The product is COCc1cc2c(Cl)cc(F)c(-n3c(=O)cc(C(F)(F)F)n(C)c3=O)c2o1. Reaction SMILES: [Br:1][CH2:2][c:3]1[o:4][c:5]2[c:6]([cH:7]1)[c:8]([Cl:26])[cH:9][c:10]([F:25])[c:11]2-[n:12]1[c:13](=[O:24])[n:14]([CH3:23])[c:15]([C:19]([F:20])([F:21])[F:22])[cH:16][c:17]1=[O:18].[CH3:27][O-:28].[Na+:29].[O:31]1[CH2:32][CH2:33][CH2:34][CH2:35]1.[OH2:30]>>[CH2:2]([c:3]1[o:4][c:5]2[c:6]([cH:7]1)[c:8]([Cl:26])[cH:9][c:10]([F:25])[c:11]2-[n:12]1[c:13](=[O:24])[n:14]([CH3:23])[c:15]([C:19]([F:20])([F:21])[F:22])[cH:16][c:17]1=[O:18])[O:28][CH3:27]. The reactants are O=C1CCC(=O)N1Cl, ClC(Cl)(Cl)Cl, Nc1ccc2ccccc2c1. The product is Nc1ccc2ccccc2c1Cl. RXN SMILES: [Cl:12][N:13]1[C:14](=[O:15])[CH2:16][CH2:17][C:18]1=[O:19].[Cl:20][C:21]([Cl:22])([Cl:23])[Cl:24].[NH2:1][c:2]1[cH:3][cH:4][c:5]2[cH:6][cH:7][cH:8][cH:9][c:10]2[cH:11]1>>[NH2:1][c:2]1[cH:3][cH:4][c:5]2[cH:6][cH:7][cH:8][cH:9][c:10]2[c:11]1[Cl:12]. Starting materials: C1(=CC=C(C=C1)S(=O)(=O)Cl)C (p-Toluenesulfonyl chloride), BrC1=CC=C2C3=C(C=[N+](C2=C1)[O-])N=C1N3CCCN1C(=O)OC(C)(C)C (tert-butyl 3-bromo-5-oxido-10,11-dihydropyrimido[1′,2′:1,2]imidazo[4,5-c]quinoline-8(9H)-carboxylate), [OH-].[NH4+] (ammonium hydroxide). Run in ClCCl (dichloromethane), O (Water), ClCCl (dichloromethane). Conditions: time 8 hour. The product is NC1=NC2=CC(=CC=C2C2=C1N=C1N2CCCN1C(=O)OC(C)(C)C)Br (tert-butyl 6-amino-3-bromo-10,11-dihydropyrimido[1′,2′:1,2]imidazo[4,5-c]quinoline-8(9H)-carboxylate). As a reaction SMILES: C1(C)C=CC(S(Cl)(=O)=O)=CC=1.[Br:12][C:13]1[CH:22]=[C:21]2[C:16]([C:17]3[N:26]4[CH2:27][CH2:28][CH2:29][N:30]([C:31]([O:33][C:34]([CH3:37])([CH3:36])[CH3:35])=[O:32])[C:25]4=[N:24][C:18]=3[CH:19]=[N+:20]2[O-])=[CH:15][CH:14]=1.[OH-].[NH4+:39]>ClCCl.O>[NH2:39][C:19]1[C:18]2[N:24]=[C:25]3[N:30]([C:31]([O:33][C:34]([CH3:37])([CH3:36])[CH3:35])=[O:32])[CH2:29][CH2:28][CH2:27][N:26]3[C:17]=2[C:16]2[C:21](=[CH:22][C:13]([Br:12])=[CH:14][CH:15]=2)[N:20]=1 |f:2.3|. Procedure: p-Toluenesulfonyl chloride (441 mg, 2.3 mmol) was added to a mixture of tert-butyl 3-bromo-5-oxido-10,11-dihydropyrimido[1′,2′:1,2]imidazo[4,5-c]quinoline-8(9H)-carboxylate (0.97 g, 2.3 mmol), dichloromethane (30 mL), and concentrated ammonium hydroxide (3 mL), and the reaction was stirred overnight at room temperature. Water and dichloromethane were added. The aqueous layer was separated and extracted four times with dichloromethane. The combined organic fractions were dried over magnesium sulf...